This data is from the Open Reaction Database (ORD), a public repository of structured organic reaction records. The task is: describe an organic reaction: reactants, conditions, products, and yield Starting materials: ClCC(=O)NCCC1=CC2=C(OCO2)C=C1 (2-chloro-N-[2-(1,3-benzodioxol-5-yl)ethyl]acetamide), NCCCO (3-aminopropanol). Run in C(C)O (ethanol). The product is OCCCNCC(=O)NCCC1=CC2=C(OCO2)C=C1 (2-[(3-hydroxypropyl)amino]-N-[2-(1,3-benzodioxol-5-yl)ethyl]acetamide). The yield is 82.6%. RXN SMILES: Cl[CH2:2][C:3]([NH:5][CH2:6][CH2:7][C:8]1[CH:16]=[CH:15][C:11]2[O:12][CH2:13][O:14][C:10]=2[CH:9]=1)=[O:4].[NH2:17][CH2:18][CH2:19][CH2:20][OH:21]>C(O)C>[OH:21][CH2:20][CH2:19][CH2:18][NH:17][CH2:2][C:3]([NH:5][CH2:6][CH2:7][C:8]1[CH:16]=[CH:15][C:11]2[O:12][CH2:13][O:14][C:10]=2[CH:9]=1)=[O:4]. Procedure: To 2-chloro-N-[2-(1,3-benzodioxol-5-yl)ethyl]acetamide (0.45 g, 1.9 mmol) in ethanol (10 mL) was added 3-aminopropanol (0.72 mL, 9.4 mmol) (a compound of formula (Y9)). After heating the reaction in an oil bath at 60° C. for 1 day, the reaction was partitioned with ethyl acetate and water. The organic layer was separated, washed with brine, dried (Na2SO4), and the solvent was removed in vacuo to give 0.44 g of 2-[(3-hydroxypropyl)amino]-N-[2-(1,3-benzodioxol-5-yl)ethyl]acetamide, a compound of f... The reactants are C(C)C1=CC=C(C=CC(=O)O)C=C1 (4-ethyl cinnamic acid). The reagents and catalysts are [Pd] (Pd/C). Solvent: C(C)O (ethanol). Yields the product C(C)C1=CC=C(C=C1)CCC(=O)O (3-(4-ethylphenyl)propionic acid). The yield is 99.9%. Reaction SMILES: [CH2:1]([C:3]1[CH:13]=[CH:12][C:6]([CH:7]=[CH:8][C:9]([OH:11])=[O:10])=[CH:5][CH:4]=1)[CH3:2]>[Pd].C(O)C>[CH2:1]([C:3]1[CH:13]=[CH:12][C:6]([CH2:7][CH2:8][C:9]([OH:11])=[O:10])=[CH:5][CH:4]=1)[CH3:2]. Procedure: An ethanol (250 ml) solution of 4-ethyl cinnamic acid (34.0 g, 0.191 mol) was hydrogenated at 60 psi over 10% Pd/C (2 g) for 2 hr. The mixture was filtered and concentrated in vacuo to give 3-(4-ethylphenyl)propionic acid as a white solid (34 g, 100%). The reactants are O (water), [Na] (sodium), ClC1=C(CN=[N+]=[N-])C=CC=C1 (o-chlorobenzyl azide), C(#N)CC(=O)N (cyanoacetamide). Solvent: C(C)O (ethyl alcohol). Yields the product NC1=C(N=NN1CC1=C(C=CC=C1)Cl)C(=O)N (5-amino-1-(o-chlorobenzyl)-1H-1,2,3-triazole-4-carboxamide). Reaction SMILES: [Na].[C:2]([CH2:4][C:5]([NH2:7])=[O:6])#[N:3].[Cl:8][C:9]1[CH:18]=[CH:17][CH:16]=[CH:15][C:10]=1[CH2:11][N:12]=[N+:13]=[N-:14].O>C(O)C>[NH2:3][C:2]1[N:12]([CH2:11][C:10]2[CH:15]=[CH:16][CH:17]=[CH:18][C:9]=2[Cl:8])[N:13]=[N:14][C:4]=1[C:5]([NH2:7])=[O:6] |^1:0|. Procedure details: 23 g (1 mol) of sodium are dissolved in 1 litre of ethyl alcohol and 101 g (1.2 mol) of cyanoacetamide are added thereto. 167.5 g (1 mol) of o-chlorobenzyl azide are added to this suspension at 40°-45° and the whole is heated for 2 hours under reflux. After cooling to 30°, 1000 ml of water are added, the precipitated product is filtered off with suction and then washed several times with warm water. After recrystallisation from dioxan and toluene, 5-amino-1-(o-chlorobenzyl)-1H-1,2,3-triazole-4-c... The reactants are C=1(O)C(O)=CC=CC1 (pyrocatechol), C(Cl)C1CO1 (epichlorohydrin), [OH-].[K+] (potassium hydroxide). Product: OCC1COC2=C(O1)C=CC=C2 (2-Hydroxymethyl-1,4-benzodioxane). RXN SMILES: [C:1]1([C:3](=[CH:5][CH:6]=[CH:7][CH:8]=1)[OH:4])[OH:2].[CH2:9]([CH:11]1[O:13][CH2:12]1)Cl.[OH-].[K+]>>[OH:13][CH2:12][CH:11]1[O:4][C:3]2[CH:5]=[CH:6][CH:7]=[CH:8][C:1]=2[O:2][CH2:9]1 |f:2.3|. Reported procedure: 0.5 mole of pyrocatechol were stirred vigorously with 1.5 moles of epichlorohydrin and 1 mole of 10% strength aqueous potassium hydroxide solution at 100° C. After the mixture had been cooled, it was extracted with ether, the ether extract was washed with dilute potassium hydroxide solution and water, dried and evaporated and the product was recrystallized from ethanol. Melting point: 87°-90° C. As a reaction SMILES: [OH:1][c:2]1[n:3][cH:4][cH:5][c:6]([CH3:10])[c:7]1[C:8]#[N:9].[P:11]([Cl:12])([Cl:13])([Cl:14])=[O:15]>>[c:2]1([Cl:13])[n:3][cH:4][cH:5][c:6]([CH3:10])[c:7]1[C:8]#[N:9]. Yields the product Cc1ccnc(Cl)c1C#N. Reactants: Cc1ccnc(O)c1C#N, O=P(Cl)(Cl)Cl.